From a dataset of the Open Reaction Database (ORD), a public repository of structured organic reaction records. describe an organic reaction: reactants, conditions, products, and yield The reactants are ClC1=C(C(=O)NC=2C=CC=C3C(=CC=NC23)NN)C(=CC=C1)Cl (8-(2,6-dichlorobenzoylamino)-4-hydrazinoquinoline), CN=C=S (methyl isothiocyanate). Solvent: C(CCl)Cl (ethylene chloride). Conditions: time 2 hour. The product is ClC1=C(C(=O)NC=2C=CC=C3C(=CC=NC23)NNC(=S)NC)C(=CC=C1)Cl (8-(2,6-dichlorobenzoylamino)-4-[4-(methyl)thiosemicarbazido]quinoline). Isolated yield 88.0%. Reaction SMILES: [Cl:1][C:2]1[CH:22]=[CH:21][CH:20]=[C:19]([Cl:23])[C:3]=1[C:4]([NH:6][C:7]1[CH:8]=[CH:9][CH:10]=[C:11]2[C:16]=1[N:15]=[CH:14][CH:13]=[C:12]2[NH:17][NH2:18])=[O:5].[CH3:24][N:25]=[C:26]=[S:27]>C(Cl)CCl>[Cl:1][C:2]1[CH:22]=[CH:21][CH:20]=[C:19]([Cl:23])[C:3]=1[C:4]([NH:6][C:7]1[CH:8]=[CH:9][CH:10]=[C:11]2[C:16]=1[N:15]=[CH:14][CH:13]=[C:12]2[NH:17][NH:18][C:26]([NH:25][CH3:24])=[S:27])=[O:5]. Procedure details: A suspension of 8-(2,6-dichlorobenzoylamino)-4-hydrazinoquinoline (200 mg) and methyl isothiocyanate (54.8 mg) in ethylene chloride (4 ml) was stirred for 2 hours at ambient temperature and then gently refluxed for 24 hours. The mixture was concentrated in vacuo, and the residue was recrystallized from ethanol to give 8-(2,6-dichlorobenzoylamino)-4-[4-(methyl)thiosemicarbazido]quinoline (213 mg). Reactants: N(C1=CC=CC=C1)C(C(C)(C(=O)NC1=CC=CC=C1)C1=CC=C(C(=O)NC2=C(C=CC=C2)NC(OC(C)(C)C)=O)C=C1)=O (tert-butyl [2-({4-[2-anilino-1-(anilinocarbonyl)-1-methyl-2-oxoethyl]benzoyl}amino)phenyl]-carbamate), FC(C(=O)O)(F)F (trifluoroacetic acid). Solvent: C(Cl)Cl (CH2Cl2). Run at time 30 minute. The product is NC1=C(C=CC=C1)NC(=O)C1=CC=C(C=C1)C(C(=O)NC1=CC=CC=C1)(C(=O)NC1=CC=CC=C1)C (2-(4-{[(2-aminophenyl)amino]carbonyl}-phenyl)-2-methyl-N,N′-diphenylmalonamide). Isolated yield 104.5%. RXN SMILES: [NH:1]([C:8](=[O:43])[C:9]([C:20]1[CH:42]=[CH:41][C:23]([C:24]([NH:26][C:27]2[CH:32]=[CH:31][CH:30]=[CH:29][C:28]=2[NH:33]C(=O)OC(C)(C)C)=[O:25])=[CH:22][CH:21]=1)([C:11]([NH:13][C:14]1[CH:19]=[CH:18][CH:17]=[CH:16][CH:15]=1)=[O:12])[CH3:10])[C:2]1[CH:7]=[CH:6][CH:5]=[CH:4][CH:3]=1.FC(F)(F)C(O)=O>C(Cl)Cl>[NH2:33][C:28]1[CH:29]=[CH:30][CH:31]=[CH:32][C:27]=1[NH:26][C:24]([C:23]1[CH:41]=[CH:42][C:20]([C:9]([CH3:10])([C:8]([NH:1][C:2]2[CH:3]=[CH:4][CH:5]=[CH:6][CH:7]=2)=[O:43])[C:11]([NH:13][C:14]2[CH:19]=[CH:18][CH:17]=[CH:16][CH:15]=2)=[O:12])=[CH:21][CH:22]=1)=[O:25]. Procedure: To a solution of tert-butyl [2-({4-[2-anilino-1-(anilinocarbonyl)-1-methyl-2-oxoethyl]benzoyl}amino)phenyl]-carbamate (14 mg, 0.024 mmol) in CH2Cl2 (3 mL) at room temperature was added trifluoroacetic acid (1 mL). The reaction mixture was stirred at room temperature 30 min and concentrated. Purification by reverse phase HPLC (10% to 95% MeCN in water) gave 2-(4-{[(2-aminophenyl)amino]carbonyl}-phenyl)-2-methyl-N,N′-diphenylmalonamide (12 mg, TFA salt, 84%) as a white solid: 1H NMR (600 MHz, CDCl... Reactants: COC1=C(C=CC(=C1C)C(F)(F)F)C=1OCC(N1)(C)C (2-(2-methoxy-3-methyl-4-trifluoromethyl-phenyl)-4,4-dimethyl-4,5-dihydro-oxazole), CI (methyl iodide). Solvent: COC(C)(C)C (tert-butyl methyl ether), [N+](=O)([O-])C (nitromethane). Run at temperature 60 celsius. Product: [I-].COC1=C(C=CC(=C1C)C(F)(F)F)C=1OCC([N+]1C)(C)C (2-(2-Methoxy-3-methyl-4-trifluoromethyl-phenyl)-3,4,4-trimethyl-4,5-dihydro-oxazol-3-ium iodide). RXN SMILES: [CH3:1][O:2][C:3]1[C:8]([CH3:9])=[C:7]([C:10]([F:13])([F:12])[F:11])[CH:6]=[CH:5][C:4]=1[C:14]1[O:15][CH2:16][C:17]([CH3:20])([CH3:19])[N:18]=1.[CH3:21][I:22]>[N+](C)([O-])=O.COC(C)(C)C>[I-:22].[CH3:1][O:2][C:3]1[C:8]([CH3:9])=[C:7]([C:10]([F:11])([F:12])[F:13])[CH:6]=[CH:5][C:4]=1[C:14]1[O:15][CH2:16][C:17]([CH3:20])([CH3:19])[N+:18]=1[CH3:21] |f:4.5|. Procedure details: To a solution of 447 mg (1.6 mmol) 2-(2-methoxy-3-methyl-4-trifluoromethyl-phenyl)-4,4-dimethyl-4,5-dihydro-oxazole in 4 ml nitromethane was added 0.78 ml (12 mmol) methyl iodide and the mixture heated in a sealed tube to 60° C. for 18 h. The brown solution was diluted with tert-butyl methyl ether, the suspension filtered and the precipitate washed with tert-butyl methyl ether and dried. 2-(2-Methoxy-3-methyl-4-trifluoromethyl-phenyl)-3,4,4-trimethyl-4,5-dihydro-oxazol-3-ium iodide was obtained ... Reactants: C(C1=CC=CC=C1)OC1=CC(=C(C=O)C=C1)O (4-benzyloxy-2-hydroxy benzaldehyde), C(=O)([O-])[O-].[K+].[K+] (K2CO3), O (water), C(C=C)(=O)OC(C)(C)C (t-Butyl acrylate). Run in CN1CCCC1=O (NMP). Conditions: temperature 155 celsius. Product: C(C1=CC=CC=C1)OC1=CC=C2C=C(COC2=C1)C(=O)OC(C)(C)C (tert-butyl 7-(benzyloxy)-2H-chromene-3-carboxylate). The yield is 76.8%. RXN SMILES: [CH2:1]([O:8][C:9]1[CH:16]=[CH:15][C:12]([CH:13]=O)=[C:11]([OH:17])[CH:10]=1)[C:2]1[CH:7]=[CH:6][CH:5]=[CH:4][CH:3]=1.C([O-])([O-])=O.[K+].[K+].[C:24]([O:28][C:29]([CH3:32])([CH3:31])[CH3:30])(=[O:27])[CH:25]=[CH2:26].O>CN1C(=O)CCC1>[CH2:1]([O:8][C:9]1[CH:10]=[C:11]2[C:12]([CH:13]=[C:25]([C:24]([O:28][C:29]([CH3:32])([CH3:31])[CH3:30])=[O:27])[CH2:26][O:17]2)=[CH:15][CH:16]=1)[C:2]1[CH:7]=[CH:6][CH:5]=[CH:4][CH:3]=1 |f:1.2.3|. Procedure details: To a stirred solution of 4-benzyloxy-2-hydroxy benzaldehyde (11.41 g, 50 mmol) in NMP (30 ml) was added K2CO3 (13.0 g, 100 mmol) and heated to 155° C. under N2 atmosphere. t-Butyl acrylate (36.5 ml, 250 mmol) was divided into 4 portions (10, 10, 10 & 6.5 ml). First 10 ml was added to the reaction mixture and heated at 155° C. The rest were added after 2 hr intervals and the reaction mixture was heated for total of 8 hrs. The reaction mixture was cooled to room temperature and water (150 ml) was ... The reactants are C(C=C)Br (allyl bromide), NN1C(=NN(C(C1=O)F)C(C)(C)C)S (4-amino-6-fluoro-tert.-butyl-3-mercapto-1,2,4-triazin-5-one). The solvent is [OH-].[Na+] (sodium hydroxide), C(Cl)(Cl)Cl (chloroform). Reaction conditions: time 20 hour. Product: C(C=C)SC1=NN(C(C(N1N)=O)F)C(C)(C)C (3-allylthio-4-amino-6-fluoro-tert.-butyl-1,2,4-triazin-5-one). Yield: 39.9%. As a reaction SMILES: [CH2:1](Br)[CH:2]=[CH2:3].[NH2:5][N:6]1[C:11](=[O:12])[CH:10]([F:13])[N:9]([C:14]([CH3:17])([CH3:16])[CH3:15])[N:8]=[C:7]1[SH:18]>[OH-].[Na+].C(Cl)(Cl)Cl>[CH2:1]([S:18][C:7]1[N:6]([NH2:5])[C:11](=[O:12])[CH:10]([F:13])[N:9]([C:14]([CH3:17])([CH3:16])[CH3:15])[N:8]=1)[CH:2]=[CH2:3] |f:2.3|. Reported procedure: 26.6 g (0.22 mol) of allyl bromide were added to a solution of 43.6 g (0.2 mol) of 4-amino-6-fluoro-tert.-butyl-3-mercapto-1,2,4-triazin-5-one in 200 ml of 1 N sodium hydroxide solution at room temperature. The reaction mixture was stirred for approximately 20 hours at room temperature, the organic phase was then taken up in chloroform, and the solution was washed with three times 150 ml of 0.1 N sodium hydroxide solution, dried over sodium sulphate, filtered and concentrated. The oily residue w... Starting materials: C(\C=C/C(=O)O)(=O)O.ClC=1C=C(OCCN(C(=O)NCCN(C)C)C(C)C)C=C(C1)Cl (N-[2-(3,5-dichlorophenoxy)ethyl]-N'-[2-(dimethylamino)ethyl]-N-(1-methylethyl)urea Maleate), [OH-].[Na+] (sodium hydroxide), O (water). The product is O.ClC=1C=C(OCCN(C(=O)NCCN(C)C)C(C)C)C=C(C1)Cl (N-[2-(3,5-Dichlorophenoxy)ethyl]-N'-[2-(dimethylamino)ethyl]-N-(1-methylethyl)urea Hydrate). Reaction SMILES: C(O)(=O)/C=C\C(O)=[O:5].[Cl:9][C:10]1[CH:11]=[C:12]([CH:28]=[C:29]([Cl:31])[CH:30]=1)[O:13][CH2:14][CH2:15][N:16]([CH:25]([CH3:27])[CH3:26])[C:17]([NH:19][CH2:20][CH2:21][N:22]([CH3:24])[CH3:23])=[O:18].[OH-].[Na+].O>>[OH2:5].[Cl:9][C:10]1[CH:11]=[C:12]([CH:28]=[C:29]([Cl:31])[CH:30]=1)[O:13][CH2:14][CH2:15][N:16]([CH:25]([CH3:27])[CH3:26])[C:17]([NH:19][CH2:20][CH2:21][N:22]([CH3:23])[CH3:24])=[O:18] |f:0.1,2.3,5.6|. Procedure: A solution of N-[2-(3,5-dichlorophenoxy)ethyl]-N'-[2-(dimethylamino)ethyl]-N-(1-methylethyl)urea Maleate [1:1], from Example 3A, was basified with 2M sodium hydroxide solution and extracted with methylene chloride. The methylene chloride layer was dried over magnesium sulfate and evaporated under vacuum to give an oil. Nuclear magnetic resonance measurements showed the product had 1/2 equivalent of water present. Starting materials: ClC=1N=CC2=CC=CC=C2C1C=O (3-chloro-isoquinoline-4-carbaldehyde), C1(=CC=CC=C1)CCC[Mg]Br (3-phenyl-propyl magnesium bromide). Yields the product ClC=1N=CC2=CC=CC=C2C1C(CCCC1=CC=CC=C1)O (1-(3-Chloro-isoquinolin-4-yl)-4-phenyl-butan-1-ol). As a reaction SMILES: [Cl:1][C:2]1[N:3]=[CH:4][C:5]2[C:10]([C:11]=1[CH:12]=[O:13])=[CH:9][CH:8]=[CH:7][CH:6]=2.[C:14]1([CH2:20][CH2:21][CH2:22][Mg]Br)[CH:19]=[CH:18][CH:17]=[CH:16][CH:15]=1>>[Cl:1][C:2]1[N:3]=[CH:4][C:5]2[C:10]([C:11]=1[CH:12]([OH:13])[CH2:22][CH2:21][CH2:20][C:14]1[CH:19]=[CH:18][CH:17]=[CH:16][CH:15]=1)=[CH:9][CH:8]=[CH:7][CH:6]=2. Procedure details: Prepared according to the procedure described in Example 5, Step 1, using the following starting materials: 3-chloro-isoquinoline-4-carbaldehyde and 3-phenyl-propyl magnesium bromide. Starting materials: C1(=CC=CC=C1)C(C)C (cumene), C(C)C1=CC=C(C=C1)C (p-ethyltoluene). Yields the product CC1=CC=C(C=C)C=C1 (p-methylstyrene). Reported procedure: This example illustrates the dehydrogenation of cumene and p-ethyltoluene using a diluent comprising steam and nitrogen. Three and three-tenths of the catalyst prepared in Example I, ground to 18 to 40 mesh, was employed in the reactor described in Example I. Initially p-ethyltoluene was flowed into the reactor at 0.38 liquid hourly space velocity, 11:1 diluent to p-ethyltoluene ratio (8:1 steam and 3:1 nitrogen) at 588° C. yielding a relatively poor conversion and selectivity. The catalyst was ... RXN SMILES: C1(C(C)C)C=CC=CC=1.[CH2:10]([C:12]1[CH:17]=[CH:16][C:15]([CH3:18])=[CH:14][CH:13]=1)[CH3:11]>>[CH3:18][C:15]1[CH:16]=[CH:17][C:12]([CH:10]=[CH2:11])=[CH:13][CH:14]=1.